Dataset: the Open Reaction Database (ORD), a public repository of structured organic reaction records. Task: describe an organic reaction: reactants, conditions, products, and yield Starting materials: COC(=O)C1(CCC1)N1C=NC(=C1)[N+](=O)[O-] (1-(4-Nitro-imidazol-1-yl)-cyclobutanecarboxylic acid methyl ester), FC=1C=C(C=C(C1)F)CC(=O)NC(C(=O)O)CCC (2-[2-(3,5-Difluoro-phenyl)-acetylamino]-pentanoic acid). Product: COC(=O)C1(CCC1)N1C=NC(=C1)NC(C(CCC)NC(CC1=CC(=CC(=C1)F)F)=O)=O (1-(4-{2-[2-(3,5-Difluoro-phenyl)-acetylamino]-pentanoylamino}-imidazol-1-yl)-cyclobutanecarboxylic acid methyl ester). Reaction SMILES: [CH3:1][O:2][C:3]([C:5]1([N:9]2[CH:13]=[C:12]([N+:14]([O-])=O)[N:11]=[CH:10]2)[CH2:8][CH2:7][CH2:6]1)=[O:4].[F:17][C:18]1[CH:19]=[C:20]([CH2:25][C:26]([NH:28][CH:29]([CH2:33][CH2:34][CH3:35])[C:30](O)=[O:31])=[O:27])[CH:21]=[C:22]([F:24])[CH:23]=1>>[CH3:1][O:2][C:3]([C:5]1([N:9]2[CH:13]=[C:12]([NH:14][C:30](=[O:31])[CH:29]([NH:28][C:26](=[O:27])[CH2:25][C:20]3[CH:21]=[C:22]([F:24])[CH:23]=[C:18]([F:17])[CH:19]=3)[CH2:33][CH2:34][CH3:35])[N:11]=[CH:10]2)[CH2:8][CH2:7][CH2:6]1)=[O:4]. Procedure details: 1-(4-Nitro-imidazol-1-yl)-cyclobutanecarboxylic acid methyl ester was reduced and coupled with 2-[2-(3,5-Difluoro-phenyl)-acetylamino]-pentanoic acid to afford the title compound; MS 463.0 m/z (M+1).